From a dataset of the Open Reaction Database (ORD), a public repository of structured organic reaction records. describe an organic reaction: reactants, conditions, products, and yield Reactants: O=C1NCCC(C1)=O (2,4-dioxopiperidine), C(OC)([O-])[O-] (methyl orthoformate), C1(=CC=C(C=C1)S(=O)(=O)O)C (p-toluenesulfonic acid). Run in CO (methanol). Conditions: time 8 hour. The product is COC1=CC(NCC1)=O (4-methoxy-5,6-dihydro-2(1H)-pyridone). Yield: 72.5%. RXN SMILES: [O:1]=[C:2]1[CH2:7][C:6](=[O:8])[CH2:5][CH2:4][NH:3]1.[CH:9]([O-])([O-])OC.C1(C)C=CC(S(O)(=O)=O)=CC=1>CO>[CH3:9][O:8][C:6]1[CH2:5][CH2:4][NH:3][C:2](=[O:1])[CH:7]=1. Procedure: A mixture of 2,4-dioxopiperidine (15.1 g), methyl orthoformate (30 ml) and p-toluenesulfonic acid (3.0 g) in methanol (300 ml) is refluxed for 1 hour. After evaporating the solvent, the residue is dissolved in benzene and refluxed for 5 hours. To the solution is added potassium carbonate (9.0 g), and the mixture is stirred overnight at room temperature and then filtered. The filtrate is distilled to remove the solvent. The residue is recrystallized from ethyl acetate-isopropyl alcohol to give 4-... The reactants are FC=1C=C(C(=O)CNC2=C(C=CC(=C2)OC)[C@H]2CC=3C=CC(=CC3CC2)OC(C(C)(C)C)=O)C=CC1O (pivalic acid (R)-6-{2-[(3-fluoro-4-hydroxybenzoyl)methylamino]-4-methoxyphenyl}-5,6,7,8-tetrahydronaphthalen-2-yl ester), ClCC(=O)N(C)CCOC (2-chloro-N-(2-methoxyethyl)-N-methylacetamide). The product is FC=1C=C(CCNC2=C(C=CC(=C2)OC)[C@H]2CC=3C=CC(=CC3CC2)O)C=CC1OCCN(C)CCOC ((R)-6-{2-{{3-Fluoro-4-{2-[(2-methoxyethyl)methylamino]ethoxy}benzyl}methylamino}-4-methoxyphenyl}-5,6,7,8-tetrahydronaphthalen-2-ol). Yield: 45.9%. As a reaction SMILES: [F:1][C:2]1[CH:3]=[C:4]([CH:34]=[CH:35][C:36]=1[OH:37])[C:5]([CH2:7][NH:8][C:9]1[CH:14]=[C:13]([O:15][CH3:16])[CH:12]=[CH:11][C:10]=1[C@@H:17]1[CH2:26][CH2:25][C:24]2[CH:23]=[C:22]([O:27]C(=O)C(C)(C)C)[CH:21]=[CH:20][C:19]=2[CH2:18]1)=O.Cl[CH2:39][C:40]([N:42]([CH2:44][CH2:45][O:46][CH3:47])[CH3:43])=O>>[F:1][C:2]1[CH:3]=[C:4]([CH:34]=[CH:35][C:36]=1[O:37][CH2:39][CH2:40][N:42]([CH2:44][CH2:45][O:46][CH3:47])[CH3:43])[CH2:5][CH2:7][NH:8][C:9]1[CH:14]=[C:13]([O:15][CH3:16])[CH:12]=[CH:11][C:10]=1[C@@H:17]1[CH2:26][CH2:25][C:24]2[CH:23]=[C:22]([OH:27])[CH:21]=[CH:20][C:19]=2[CH2:18]1. Procedure details: Synthesized from pivalic acid (R)-6-{2-[(3-fluoro-4-hydroxybenzoyl)methylamino]-4-methoxyphenyl}-5,6,7,8-tetrahydronaphthalen-2-yl ester (20 mg) and 2-chloro-N-(2-methoxyethyl)-N-methylacetamide (13 mg) according to an analogous synthetic method to Example 404 and purified by LC-MS, the title compound (9.5 mg) was obtained.